From a dataset of the Open Reaction Database (ORD), a public repository of structured organic reaction records. describe an organic reaction: reactants, conditions, products, and yield Reactants: O=C([O-])[O-], CO, CC(=O)OCC1CN(CCc2ccc(F)cc2)CCC1N1CCc2ccccc21, [K+], [K+]. Product: OCC1CN(CCc2ccc(F)cc2)CCC1N1CCc2ccccc21. Reaction SMILES: [C:1](=[O:2])([O-:3])[O-:4].[CH3:36][OH:37].[F:7][c:8]1[cH:9][cH:10][c:11]([CH2:12][CH2:13][N:14]2[CH2:15][CH:16]([CH2:29][O:30][C:31](=[O:32])[CH3:33])[CH:17]([N:20]3[CH2:21][CH2:22][c:23]4[cH:24][cH:25][cH:26][cH:27][c:28]43)[CH2:18][CH2:19]2)[cH:34][cH:35]1.[K+:5].[K+:6]>>[F:7][c:8]1[cH:9][cH:10][c:11]([CH2:12][CH2:13][N:14]2[CH2:15][CH:16]([CH2:29][OH:30])[CH:17]([N:20]3[CH2:21][CH2:22][c:23]4[cH:24][cH:25][cH:26][cH:27][c:28]43)[CH2:18][CH2:19]2)[cH:34][cH:35]1. The reactants are C1(=CC=CC=C1)N1N=CC=C1NC([O-])=O (1-phenyl-1H-pyrazol-5-ylcarbamate), Example 168B, COC=1C=C2C(=NC=NC2=CC1OCCOC)OC=1C=C(N)C=CC1 (3-(6-methoxy-7-(2-methoxyethoxy)quinazolin-4-yloxy)aniline), C(C)(C)N(C(C)C)CC (N,N-diisopropylethylamine), C1CCOC1 (THF). Product: C(C)OC(C)(C)C1=NN(C(=C1)NC(=O)NC1=CC(=CC=C1)OC1=NC=NC2=CC(=C(C=C12)OC)OCCOC)C1=CC=CC=C1 (1-[3-(2-ethoxypropan-2-yl)-1-phenyl-1H-pyrazol-5-yl]-3-{3-[6-methoxy-7-(2-methoxyethoxy)quinazolin-4-yloxy]phenyl}urea). Yield: 57.0%. RXN SMILES: [C:1]1([N:7]2[C:11]([NH:12][C:13](=[O:15])[O-])=[CH:10][CH:9]=[N:8]2)[CH:6]=[CH:5][CH:4]=[CH:3][CH:2]=1.[CH3:16][O:17][C:18]1[CH:19]=[C:20]2[C:25](=[CH:26][C:27]=1[O:28][CH2:29][CH2:30][O:31][CH3:32])[N:24]=[CH:23][N:22]=[C:21]2[O:33][C:34]1[CH:35]=[C:36]([CH:38]=[CH:39][CH:40]=1)[NH2:37].C(N(CC)[CH:45]([CH3:47])[CH3:46])(C)C.C1C[O:53][CH2:52][CH2:51]1>>[CH2:52]([O:53][C:45]([C:9]1[CH:10]=[C:11]([NH:12][C:13]([NH:37][C:36]2[CH:38]=[CH:39][CH:40]=[C:34]([O:33][C:21]3[C:20]4[C:25](=[CH:26][C:27]([O:28][CH2:29][CH2:30][O:31][CH3:32])=[C:18]([O:17][CH3:16])[CH:19]=4)[N:24]=[CH:23][N:22]=3)[CH:35]=2)=[O:15])[N:7]([C:1]2[CH:2]=[CH:3][CH:4]=[CH:5][CH:6]=2)[N:8]=1)([CH3:46])[CH3:47])[CH3:51]. Reported procedure: Using the procedure described in Example 159B, phenyl 342-ethoxypropan-2-yl)-1-phenyl-1H-pyrazol-5-ylcarbamate described in Example 168B (0.115 g, 0.33 mmol), 3-(6-methoxy-7-(2-methoxyethoxy)quinazolin-4-yloxy)aniline from Example 117B (0.112 g, 0.33 mmol), and N,N-diisopropylethylamine (0.8 mL) in THF (6 mL) at 50° C. for 5 hours, to afford 1-[3-(2-ethoxypropan-2-yl)-1-phenyl-1H-pyrazol-5-yl]-3-{3-[6-methoxy-7-(2-methoxyethoxy)quinazolin-4-yloxy]phenyl}urea as solid (0.116 g, 57%). 1H NMR (300 ... The reactants are NCCC=1N(C2=CC=C(C=C2C1CCOC1=CC=C(C(=O)OC)C=C1)Cl)C(C1=CC=CC=C1)C1=CC=CC=C1 (methyl 4-{2-[2-(2-aminoethyl)-1-benzhydryl-5-chloro-1H-indol-3-yl]ethoxy}benzoate), ClC=1C=C(C=C(C1)Cl)S(=O)(=O)Cl (3,5-dichlorobenzenesulfonyl chloride). The product is C(C1=CC=CC=C1)(C1=CC=CC=C1)N1C(=C(C2=CC(=CC=C12)Cl)CCOC1=CC=C(C(=O)O)C=C1)CCNS(=O)(=O)C1=CC(=CC(=C1)Cl)Cl (4-{2-[1-benzhydryl-5-chloro-2-(2-{[(3,5-dichlorophenyl)sulfonyl]amino}ethyl)-1H-indol-3-yl]ethoxy}benzoic acid). Yield: 60.0%. As a reaction SMILES: [NH2:1][CH2:2][CH2:3][C:4]1[N:5]([CH:27]([C:34]2[CH:39]=[CH:38][CH:37]=[CH:36][CH:35]=2)[C:28]2[CH:33]=[CH:32][CH:31]=[CH:30][CH:29]=2)[C:6]2[C:11]([C:12]=1[CH2:13][CH2:14][O:15][C:16]1[CH:25]=[CH:24][C:19]([C:20]([O:22]C)=[O:21])=[CH:18][CH:17]=1)=[CH:10][C:9]([Cl:26])=[CH:8][CH:7]=2.[Cl:40][C:41]1[CH:42]=[C:43]([S:48](Cl)(=[O:50])=[O:49])[CH:44]=[C:45]([Cl:47])[CH:46]=1>>[CH:27]([N:5]1[C:6]2[C:11](=[CH:10][C:9]([Cl:26])=[CH:8][CH:7]=2)[C:12]([CH2:13][CH2:14][O:15][C:16]2[CH:25]=[CH:24][C:19]([C:20]([OH:22])=[O:21])=[CH:18][CH:17]=2)=[C:4]1[CH2:3][CH2:2][NH:1][S:48]([C:43]1[CH:42]=[C:41]([Cl:40])[CH:46]=[C:45]([Cl:47])[CH:44]=1)(=[O:50])=[O:49])([C:28]1[CH:29]=[CH:30][CH:31]=[CH:32][CH:33]=1)[C:34]1[CH:35]=[CH:36][CH:37]=[CH:38][CH:39]=1. Procedure: To the methyl 4-{2-[2-(2-aminoethyl)-1-benzhydryl-5-chloro-1H-indol-3-yl]ethoxy}benzoate (Step 5, Example 1)was added 3,5-dichlorobenzenesulfonyl chloride according to the procedure in Example 1 Step 7 to generate the product in 60% yield.